Dataset: the Open Reaction Database (ORD), a public repository of structured organic reaction records. Task: describe an organic reaction: reactants, conditions, products, and yield Reactants: FC(F)(F)c1ccc(CBr)o1, CN(C)C=O, [H-], [Na+], CC(C)(C)OC(=O)N1CCC(Oc2ccc3c(c2)OCC32C(=O)Nc3ccccc32)C1. Yields the product CC(C)(C)OC(=O)N1CCC(Oc2ccc3c(c2)OCC32C(=O)N(Cc3ccc(C(F)(F)F)o3)c3ccccc32)C1. Reaction SMILES: [Br:34][CH2:35][c:36]1[o:37][c:38]([C:41]([F:42])([F:43])[F:44])[cH:39][cH:40]1.[CH:45]([N:46]([CH3:47])[CH3:48])=[O:49].[H-:32].[Na+:33].[O:1]=[C:2]1[NH:3][c:4]2[cH:5][cH:6][cH:7][cH:8][c:9]2[C:10]12[CH2:11][O:12][c:13]1[c:14]2[cH:15][cH:16][c:17]([O:19][CH:20]2[CH2:21][N:22]([C:25](=[O:26])[O:27][C:28]([CH3:29])([CH3:30])[CH3:31])[CH2:23][CH2:24]2)[cH:18]1>>[O:1]=[C:2]1[N:3]([CH2:35][c:36]2[o:37][c:38]([C:41]([F:42])([F:43])[F:44])[cH:39][cH:40]2)[c:4]2[cH:5][cH:6][cH:7][cH:8][c:9]2[C:10]12[CH2:11][O:12][c:13]1[c:14]2[cH:15][cH:16][c:17]([O:19][CH:20]2[CH2:21][N:22]([C:25](=[O:26])[O:27][C:28]([CH3:29])([CH3:30])[CH3:31])[CH2:23][CH2:24]2)[cH:18]1. The reactants are ClC1=C(C(=NC=C1)N)N (4-chloro-2,3-diaminopyridine), C(=O)(O)[O-].[Na+] (NaHCO3), OC(C(=O)C1=NC=C(C(=O)N)C=C1C(F)(F)F)O (6-(2,2-dihydroxyacetyl)-5-(trifluoromethyl)nicotinamide). Run in CCO (EtOH). Product: ClC1=CC=NC2=NC(=CN=C21)C2=NC=C(C(=O)N)C=C2C(F)(F)F (6-(8-Chloropyrido[2,3-b]pyrazin-3-yl)-5-(trifluoromethyl)nicotinamide). RXN SMILES: O[CH:2](O)[C:3]([C:5]1[C:13]([C:14]([F:17])([F:16])[F:15])=[CH:12][C:8]([C:9]([NH2:11])=[O:10])=[CH:7][N:6]=1)=O.[Cl:19][C:20]1[CH:25]=[CH:24][N:23]=[C:22]([NH2:26])[C:21]=1[NH2:27].C([O-])(O)=O.[Na+]>CCO>[Cl:19][C:20]1[C:21]2[C:22](=[N:26][C:3]([C:5]3[C:13]([C:14]([F:17])([F:16])[F:15])=[CH:12][C:8]([C:9]([NH2:11])=[O:10])=[CH:7][N:6]=3)=[CH:2][N:27]=2)[N:23]=[CH:24][CH:25]=1 |f:2.3|. Procedure: Dissolve 6-(2,2-dihydroxyacetyl)-5-(trifluoromethyl)nicotinamide (8.0 g) in 100.0 mL of EtOH and then add 4-chloro-2,3-diaminopyridine (800 mg) followed by addition of NaHCO3 (3.6 g). Stir the reaction at room temperature for 18 hours under N2 atmosphere. Concentrate the reaction mixture under vacuum, and purify by column chromatography to afford the title product as a yellow solid. Starting materials: Cl (hydrogen chloride), [OH-].[Na+] (sodium hydroxide), CN1C(C2(CC1=O)CN(C(C2)=O)CC2=CC=CC=C2)=O (2-methyl-7-(phenylmethy)-2,7-diazaspiro[4.4]nonane-1,3,8-trione), [H-].[Al+3].[Li+].[H-].[H-].[H-] (lithium aluminum hydride). Run in C(C)(C)O (isopropanol), O (water), O (water), O1CCCC1 (tetrahydrofuran), O1CCCC1 (tetrahydrofuran), C(C)(C)O (isopropanol). Run at time 8 hour. Yields the product Cl.Cl.CN1CC2(CC1)CN(CC2)CC2=CC=CC=C2 (2-methyl-7-(phenylmethyl)-2,7-diazaspiro[4.4]nonane dihydrochloride). Reaction SMILES: [CH3:1][N:2]1[C:6](=O)[CH2:5][C:4]2([CH2:11][C:10](=O)[N:9]([CH2:13][C:14]3[CH:19]=[CH:18][CH:17]=[CH:16][CH:15]=3)[CH2:8]2)[C:3]1=O.[H-].[Al+3].[Li+].[H-].[H-].[H-].[OH-].[Na+].[ClH:29]>O1CCCC1.C(O)(C)C.O>[ClH:29].[ClH:29].[CH3:1][N:2]1[CH2:6][CH2:5][C:4]2([CH2:11][CH2:10][N:9]([CH2:13][C:14]3[CH:19]=[CH:18][CH:17]=[CH:16][CH:15]=3)[CH2:8]2)[CH2:3]1 |f:1.2.3.4.5.6,7.8,13.14.15|. Procedure: A solution of 1.36 g (5.0 mmol) 2-methyl-7-(phenylmethy)-2,7-diazaspiro[4.4]nonane-1,3,8-trione in 50 ml tetrahydrofuran was added dropwise to a suspension of 0.95 g (25 mmol) lithium aluminum hydride in 30 ml tetrahydrofuran. Ihe mixture was stirred overnight at room temperature, refluxed one hour, cooled, and treated dropwise with 0.95 ml water, 0.95 ml 15% sodium hydroxide solution and 2.8 ml water. After removal of the inorganic solids by filtration, the filtrate was concentrated in vacuo to... Reactants: CNC(=O)c1ccc(COc2ccc(CC(C)=O)cc2)o1, NCC(O)c1cccc(Cl)c1. The product is CNC(=O)c1ccc(COc2ccc(CC(C)NCC(O)c3cccc(Cl)c3)cc2)o1. Reaction SMILES: [CH2:1]([C:2](=[O:3])[CH3:4])[c:5]1[cH:6][cH:7][c:8]([O:9][CH2:10][c:11]2[cH:12][cH:13][c:14]([C:16](=[O:17])[NH:18][CH3:19])[o:15]2)[cH:20][cH:21]1.[OH:22][CH:23]([CH2:24][NH2:25])[c:26]1[cH:27][c:28]([Cl:32])[cH:29][cH:30][cH:31]1>>[CH2:1]([CH:2]([CH3:4])[NH:25][CH2:24][CH:23]([OH:22])[c:26]1[cH:27][c:28]([Cl:32])[cH:29][cH:30][cH:31]1)[c:5]1[cH:6][cH:7][c:8]([O:9][CH2:10][c:11]2[cH:12][cH:13][c:14]([C:16](=[O:17])[NH:18][CH3:19])[o:15]2)[cH:20][cH:21]1. The reactants are [N-]=[N+]=NCC1Cc2cc(Cl)c3ccccc3c2O1, Cl. Product: NCC1Cc2cc(Cl)c3ccccc3c2O1. As a reaction SMILES: [Cl:1][c:2]1[cH:3][c:4]2[c:5]([c:13]3[cH:14][cH:15][cH:16][cH:17][c:18]13)[O:6][CH:7]([CH2:9][N:10]=[N+:11]=[N-:12])[CH2:8]2.[ClH:19]>>[Cl:1][c:2]1[cH:3][c:4]2[c:5]([c:13]3[cH:14][cH:15][cH:16][cH:17][c:18]13)[O:6][CH:7]([CH2:9][NH2:10])[CH2:8]2. Starting materials: BrC1=CC(=C(C2=CC=CC=C12)CCCC)C (1-Bromo-4-butyl-3-methylnaphthalene), ClCC1=C(C=CC2=CC=CC=C12)C (1-chloromethyl-2-methylnaphthalene), Grignard reagent, C(CC)Br (n-propylbromide), Mg, CCOCC (ether). Solvent: C1(=CC=CC=C1)C (toluene). Product: C(CCC)C1=C(C=CC2=CC=CC=C12)C (1-butyl-2-methylnaphthalene). As a reaction SMILES: Br[C:2]1[C:11]2[C:6](=[CH:7][CH:8]=[CH:9][CH:10]=2)[C:5]([CH2:12][CH2:13][CH2:14][CH3:15])=[C:4]([CH3:16])[CH:3]=1.ClCC1C2C(=CC=CC=2)C=CC=1C.C(Br)CC.CCOCC>C1(C)C=CC=CC=1>[CH2:12]([C:5]1[C:6]2[C:11](=[CH:10][CH:9]=[CH:8][CH:7]=2)[CH:2]=[CH:3][C:4]=1[CH3:16])[CH2:13][CH2:14][CH3:15]. Reported procedure: 1-Bromo-4-butyl-3-methylnaphthalene-- A solution of 1-chloromethyl-2-methylnaphthalene (32.3 g) in dry toluene (150 ml) was dropwise added to a Grignard reagent, from n-propylbromide (27.1 g), Mg(5.3 g), and dry ether (150 ml). The ether was evaporated, and the resulting solution was refluxed for 2 hrs. The reaction mixture was cooled and poured into an ice-cooled aqueous ammonium chloride. The organic layer was taken, and aqueous layer was extracted with ether. Combined organic solution was was...